This data is from the Open Reaction Database (ORD), a public repository of structured organic reaction records. The task is: describe an organic reaction: reactants, conditions, products, and yield As a reaction SMILES: [F:1][C:2]1([F:11])[CH2:7][CH2:6][CH:5]([C:8](O)=[O:9])[CH2:4][CH2:3]1.S(Cl)([Cl:14])=O>C1(C)C=CC=CC=1>[F:1][C:2]1([F:11])[CH2:7][CH2:6][CH:5]([C:8]([Cl:14])=[O:9])[CH2:4][CH2:3]1. Solvent: C1(=CC=CC=C1)C (toluene). Reported procedure: 4,4-Difluorocyclohexanecarboxylic acid (118.2 g, 0.72 mol) was dissolved in toluene (296 ml). To the clear solution was added thionyl chloride (261 ml, 3.6 mol) and the resultant solution was heated under reflux for 1.5 hours. A sample was taken and concentrated and 1H-NMR indicated complete conversion to the title compound. The reaction was cooled to room temperature and the thionyl chloride was removed under reduced pressure and replaced with toluene to give the title compound as a toluene con... The product is FC1(CCC(CC1)C(=O)Cl)F (4,4-Difluorocyclohexanecarbonyl chloride). Starting materials: S(=O)(Cl)Cl (thionyl chloride), FC1(CCC(CC1)C(=O)O)F (4,4-Difluorocyclohexanecarboxylic acid), resultant solution. The reactants are BrC=1C=C(CC2=NN3C(NC(C4=CC=CC=C34)=O)=C2)C=CC1 (2-(3-Bromobenzyl)pyrazolo[1,5-a]quinazolin-5(4H)-one), C(#N)[Zn]C#N (dicyanozinc). The reagents and catalysts are C=1C=CC(=CC1)[P](C=2C=CC=CC2)(C=3C=CC=CC3)[Pd]([P](C=4C=CC=CC4)(C=5C=CC=CC5)C=6C=CC=CC6)([P](C=7C=CC=CC7)(C=8C=CC=CC8)C=9C=CC=CC9)[P](C=1C=CC=CC1)(C=1C=CC=CC1)C=1C=CC=CC1 (tetrakis(triphenylphosphine)palladium(0)). Run in CN(C)C=O (DMF). Yields the product O=C1NC=2N(C3=CC=CC=C13)N=C(C2)CC=2C=C(C#N)C=CC2 (3-[(5-Oxo-4,5-dihydropyrazolo[1,5-a]quinazolin-2-yl)methyl]benzonitrile). As a reaction SMILES: Br[C:2]1[CH:3]=[C:4]([CH:20]=[CH:21][CH:22]=1)[CH2:5][C:6]1[CH:19]=[C:9]2[NH:10][C:11](=[O:18])[C:12]3[C:17]([N:8]2[N:7]=1)=[CH:16][CH:15]=[CH:14][CH:13]=3.[C:23]([Zn]C#N)#[N:24]>CN(C=O)C.C1C=CC([P]([Pd]([P](C2C=CC=CC=2)(C2C=CC=CC=2)C2C=CC=CC=2)([P](C2C=CC=CC=2)(C2C=CC=CC=2)C2C=CC=CC=2)[P](C2C=CC=CC=2)(C2C=CC=CC=2)C2C=CC=CC=2)(C2C=CC=CC=2)C2C=CC=CC=2)=CC=1>[O:18]=[C:11]1[C:12]2[C:17](=[CH:16][CH:15]=[CH:14][CH:13]=2)[N:8]2[N:7]=[C:6]([CH2:5][C:4]3[CH:3]=[C:2]([CH:22]=[CH:21][CH:20]=3)[C:23]#[N:24])[CH:19]=[C:9]2[NH:10]1 |^1:36,38,57,76|. Procedure details: A mixture of Example 61B (0.075 g, 0.212 mmol), dicyanozinc (0.03 g, 0.254 mmol) and tetrakis(triphenylphosphine)palladium(0) (0.024 g, 0.021 mmol) in DMF (2 mL) was heated in a microwave (Personal Chemistry SmithSynthesizer) at 150° C. for 10 minutes. The mixture was evaporated and purified by chromatography on silica gel with 10% MeOH/CH2Cl2 to provide the desired product. 1H NMR (500 MHz, DMSO-d6) δ ppm 4.08 (s, 2 H) 5.76 (s, 1 H) 7.46 (t, J=7.63 Hz, 1 H) 7.53 (t, J=7.63 Hz, 1 H) 7.69 (dd, J=... The reactants are Cc1ccccc1NC(=O)c1c(C)nn(C)c1O, O=P(Cl)(Cl)Cl. Yields the product Cc1ccccc1NC(=O)c1c(C)nn(C)c1Cl. As a reaction SMILES: [OH:1][c:2]1[c:3]([C:9](=[O:10])[NH:11][c:12]2[c:13]([CH3:18])[cH:14][cH:15][cH:16][cH:17]2)[c:4]([CH3:8])[n:5][n:6]1[CH3:7].[P:19]([Cl:20])([Cl:21])([Cl:22])=[O:23]>>[c:2]1([Cl:21])[c:3]([C:9](=[O:10])[NH:11][c:12]2[c:13]([CH3:18])[cH:14][cH:15][cH:16][cH:17]2)[c:4]([CH3:8])[n:5][n:6]1[CH3:7]. Reaction SMILES: [CH2:1]([c:2]1[cH:3][cH:4][cH:5][cH:6][cH:7]1)[N:8]1[CH2:9][CH2:10][CH:11]([OH:14])[CH2:12][CH2:13]1.[CH:28]([OH:29])([CH3:30])[CH3:31].[Cl:17][CH2:18][C:19](=[O:20])[OH:21].[ClH:22].[H-:15].[Na+:16].[O:23]=[CH:24][N:25]([CH3:26])[CH3:27]>>[CH2:1]([c:2]1[cH:3][cH:4][cH:5][cH:6][cH:7]1)[N:8]1[CH2:9][CH2:10][CH:11]([O:14][CH2:18][C:19](=[O:20])[OH:21])[CH2:12][CH2:13]1.[ClH:17]. Starting materials: OC1CCN(Cc2ccccc2)CC1, CC(C)O, O=C(O)CCl, Cl, [H-], [Na+], CN(C)C=O. The product is O=C(O)COC1CCN(Cc2ccccc2)CC1, Cl. The reactants are CC(=O)c1ccc(O)c(Cl)c1, [K+], O=[N+]([O-])[O-], O=S(=O)(O)O. Product: CC(=O)c1cc(Cl)c(O)c([N+](=O)[O-])c1. Reaction SMILES: [Cl:1][c:2]1[cH:3][c:4]([C:9]([CH3:10])=[O:11])[cH:5][cH:6][c:7]1[OH:8].[K+:12].[O-:13][N+:14]([O-:15])=[O:16].[S:17](=[O:18])(=[O:19])([OH:20])[OH:21]>>[Cl:1][c:2]1[cH:3][c:4]([C:9]([CH3:10])=[O:11])[cH:5][c:6]([N+:14](=[O:13])[O-:15])[c:7]1[OH:8].